From a dataset of the Open Reaction Database (ORD), a public repository of structured organic reaction records. describe an organic reaction: reactants, conditions, products, and yield Starting materials: Cl.N1C(CCC1)C(=O)OC (methyl pyrrolidine-2-carboxylate hydrochloride), CN(C)C(=[N+](C)C)ON1C2=C(C=CC=C2)N=N1.[B-](F)(F)(F)F (TBTU), CCN(C(C)C)C(C)C (DIEA), C1(CC1)COC1=C(C=CC(=N1)C(=O)O)N1CC(C1)(F)F (6-cyclopropylmethoxy-5-(3,3-difluoro-azetidin-1-yl)-pyridine-2-carboxylic acid). Product: COC(=O)C1N(CCC1)C(=O)C1=NC(=C(C=C1)N1CC(C1)(F)F)OCC1CC1 (1-[6-Cyclopropylmethoxy-5-(3,3-difluoro-azetidin-1-yl)-pyridine-2-carbonyl]-pyrrolidine-2-carboxylic acid methyl ester). Reaction SMILES: [CH:1]1([CH2:4][O:5][C:6]2[N:11]=[C:10]([C:12]([OH:14])=O)[CH:9]=[CH:8][C:7]=2[N:15]2[CH2:18][C:17]([F:20])([F:19])[CH2:16]2)[CH2:3][CH2:2]1.Cl.[NH:22]1[CH2:26][CH2:25][CH2:24][CH:23]1[C:27]([O:29][CH3:30])=[O:28].CN(C(ON1N=NC2C=CC=CC1=2)=[N+](C)C)C.[B-](F)(F)(F)F.CCN(C(C)C)C(C)C>>[CH3:30][O:29][C:27]([CH:23]1[CH2:24][CH2:25][CH2:26][N:22]1[C:12]([C:10]1[CH:9]=[CH:8][C:7]([N:15]2[CH2:18][C:17]([F:20])([F:19])[CH2:16]2)=[C:6]([O:5][CH2:4][CH:1]2[CH2:2][CH2:3]2)[N:11]=1)=[O:14])=[O:28] |f:1.2,3.4|. Procedure details: In analogy to the procedure described in Example 47 b), 6-cyclopropylmethoxy-5-(3,3-difluoro-azetidin-1-yl)-pyridine-2-carboxylic acid (Example 1 b)) was reacted with methyl pyrrolidine-2-carboxylate hydrochloride (79397-50-5) in the presence of TBTU and DIEA to obtain the title compound as colorless oil; MS (EI): m/e=396.5 [MH+]. Starting materials: Nc1ncnc2[nH]c(Sc3cc4c(cc3Br)OCO4)nc12, COc1ccc(C2(CBr)CC2)cc1. Product: COc1ccc(C2(Cn3c(Sc4cc5c(cc4Br)OCO5)nc4c(N)ncnc43)CC2)cc1. RXN SMILES: [Br:1][c:2]1[c:3]([S:11][c:12]2[nH:13][c:14]3[n:15][cH:16][n:17][c:18]([NH2:21])[c:19]3[n:20]2)[cH:4][c:5]2[c:6]([cH:10]1)[O:7][CH2:8][O:9]2.[Br:22][CH2:23][C:24]1([c:27]2[cH:28][cH:29][c:30]([O:33][CH3:34])[cH:31][cH:32]2)[CH2:25][CH2:26]1>>[Br:1][c:2]1[c:3]([S:11][c:12]2[n:13]([CH2:23][C:24]3([c:27]4[cH:28][cH:29][c:30]([O:33][CH3:34])[cH:31][cH:32]4)[CH2:25][CH2:26]3)[c:14]3[n:15][cH:16][n:17][c:18]([NH2:21])[c:19]3[n:20]2)[cH:4][c:5]2[c:6]([cH:10]1)[O:7][CH2:8][O:9]2. Reactants: FC1=C(OC2=NC=NN3C2=C(C(=C3)O)C)C=CC(=C1)[N+](=O)[O-] (4-(2-fluoro-4-nitrophenoxy)-5-methylpyrrolo[2,1-f][1,2,4]triazin-6-ol), C(=O)([O-])[O-].[Cs+].[Cs+] (Cs2CO3), CI (methyl iodide). The solvent is CN(C)C=O (DMF), CN(C)C=O (DMF). Conditions: time 10 minute. Product: FC1=C(OC2=NC=NN3C2=C(C(=C3)OC)C)C=CC(=C1)[N+](=O)[O-] (4-(2-Fluoro-4-nitrophenoxy)-6-methoxy-5-methylpyrrolo[2,1-f][1,2,4]triazine). Isolated yield 64.7%. Reaction SMILES: [F:1][C:2]1[CH:19]=[C:18]([N+:20]([O-:22])=[O:21])[CH:17]=[CH:16][C:3]=1[O:4][C:5]1[C:10]2=[C:11]([CH3:15])[C:12]([OH:14])=[CH:13][N:9]2[N:8]=[CH:7][N:6]=1.[C:23]([O-])([O-])=O.[Cs+].[Cs+].CI>CN(C=O)C>[F:1][C:2]1[CH:19]=[C:18]([N+:20]([O-:22])=[O:21])[CH:17]=[CH:16][C:3]=1[O:4][C:5]1[C:10]2=[C:11]([CH3:15])[C:12]([O:14][CH3:23])=[CH:13][N:9]2[N:8]=[CH:7][N:6]=1 |f:1.2.3|. Reported procedure: To a solution of 4-(2-fluoro-4-nitrophenoxy)-5-methylpyrrolo[2,1-f][1,2,4]triazin-6-ol (52 mg, 0.17 mmol) in DMF (2 mL) was added Cs2CO3 (65 mg, 0.2 mmol) and the mixture was stirred at RT for 10 minutes. A solution of methyl iodide in DMF (0.2 mL, 0.2 mmol, 1 M) was added and the reaction solution was stirred at RT for 2 h. The reaction was quenched with EtOAc (5 mL) and H2O (5 mL). The organic layer was separated, dried with sodium sulfate and concentrated in vacuo to give the title compound (... The reactants are CO, Cc1oc(C=Cc2ccccc2)nc1CN1c2ccc(C(O)(C(F)(F)F)C(F)(F)F)cc2CC1C. Product: Cc1oc(CCc2ccccc2)nc1CN1c2ccc(C(O)(C(F)(F)F)C(F)(F)F)cc2CC1C. Reaction SMILES: [CH3:36][OH:37].[F:1][C:2]([C:3]([C:4]([F:5])([F:6])[F:7])([OH:8])[c:9]1[cH:10][c:11]2[c:15]([cH:16][cH:17]1)[N:14]([CH2:18][c:19]1[n:20][c:21]([CH:25]=[CH:26][c:27]3[cH:28][cH:29][cH:30][cH:31][cH:32]3)[o:22][c:23]1[CH3:24])[CH:13]([CH3:33])[CH2:12]2)([F:34])[F:35]>>[F:1][C:2]([C:3]([C:4]([F:5])([F:6])[F:7])([OH:8])[c:9]1[cH:10][c:11]2[c:15]([cH:16][cH:17]1)[N:14]([CH2:18][c:19]1[n:20][c:21]([CH2:25][CH2:26][c:27]3[cH:28][cH:29][cH:30][cH:31][cH:32]3)[o:22][c:23]1[CH3:24])[CH:13]([CH3:33])[CH2:12]2)([F:34])[F:35]. The reactants are ClC1=CC(=CC=C1)C(=O)OO (meta-chloroperbenzoic acid), IC (Iodomethane), ClC=1C=CC2=C(NC(O2)=S)C1 (5-chlorobenzo[d]oxazole-2(3H)-thione), C(=O)([O-])[O-].[K+].[K+] (K2CO3), S(=S)(=O)([O-])[O-].[Na+].[Na+] (sodium thiosulfate). Run in C1CCOC1 (THF). Reaction conditions: time 2 hour. Product: ClC=1C=CC2=C(N=C(O2)S(=O)C)C1 (5-chloro-2-(methylsulfinyl)benzo[d]oxazole). Reaction SMILES: IC.[Cl:3][C:4]1[CH:5]=[CH:6][C:7]2[O:11][C:10](=S)[NH:9][C:8]=2[CH:13]=1.[C:14]([O-])([O-])=O.[K+].[K+].ClC1C=CC=C(C(OO)=O)C=1.[S:31]([O-:35])([O-])(=O)=S.[Na+].[Na+]>C1COCC1>[Cl:3][C:4]1[CH:5]=[CH:6][C:7]2[O:11][C:10]([S:31]([CH3:14])=[O:35])=[N:9][C:8]=2[CH:13]=1 |f:2.3.4,6.7.8|. Procedure details: Iodomethane (1.35 mL, 21.6 mmol) was added to a mixture of 5-chlorobenzo[d]oxazole-2(3H)-thione (2.00 g, 10.8 mmol) and K2CO3 (2.99 g, 21.6 mmol) in THF (43 mL). After 2 h, the reaction mixture was filtered and concentrated under reduced pressure. The crude material was dissolved in CH2Cl2 (40 mL) and meta-chloroperbenzoic acid (50-55%, 3.73 g, 10.8 mmol) was added at 0° C. The reaction was allowed to warm to rt. After stirring overnight, the reaction mixture was diluted with sodium thiosulfate ... The reactants are CN1N=CC(=C1C=O)[N+](=O)[O-] (2-methyl-4-nitro-pyrazole-3-carbaldehyde), CN1N=CC(=C1C=O)[N+](=O)[O-] (2-methyl-4-nitro-pyrazole-3-carbaldehyde), OCC(CO)CO (2-(hydroxymethyl)propane-1,3-diol), C1(=CC=C(C=C1)S(=O)(=O)O)C (p-toluenesulfonic acid). Run in C1(=CC=CC=C1)C (toluene). The product is CN1N=CC(=C1C1OCC(CO1)CO)[N+](=O)[O-] ((2-(1-methyl-4-nitro-1H-pyrazol-5-yl)-1,3-dioxan-5-yl)methanol), solid. Yield: 20.0%. RXN SMILES: [CH3:1][N:2]1[C:6]([CH:7]=[O:8])=[C:5]([N+:9]([O-:11])=[O:10])[CH:4]=[N:3]1.[OH:12][CH2:13][CH:14]([CH2:17]O)[CH2:15][OH:16].C1(C)C=CC(S(O)(=O)=O)=CC=1>C1(C)C=CC=CC=1>[CH3:1][N:2]1[C:6]([CH:7]2[O:12][CH2:13][CH:14]([CH2:15][OH:16])[CH2:17][O:8]2)=[C:5]([N+:9]([O-:11])=[O:10])[CH:4]=[N:3]1. Procedure: To a solution of 2-methyl-4-nitro-pyrazole-3-carbaldehyde (718 mg, 4.63 mmol, intermediate 3) in toluene (100 mL) was added 2-(hydroxymethyl)propane-1,3-diol (700 mg, 6.73 mmol) followed by p-toluenesulfonic acid (88 mg, 0.463 mmol). The reaction mixture was heated at reflux for 18 hr whilst azeotropically removing the water. The mixture was cooled to room temperature and concentrated under reduced pressure. The residue was diluted with DCM (50 mL) and washed with a saturated aqueous NaHCO3 (50 ... Reactants: BrC1=CC=NC=C1 (4-bromopyridine), tri-(O-tolyl)phosphine, C(C=C)(=O)OC (methyl acrylate). The reagents and catalysts are C(C)(=O)[O-].[Pd+2].C(C)(=O)[O-] (palladium acetate), C(C)N(CC)CC (triethylamine). Run in CC#N (CH3CN). Reaction conditions: temperature 0 celsius, time 4 hour. The product is N1=CC=C(C=C1)C=CC(=O)OC (methyl 3-(4-pyridyl)propenoate). Yield: 93152.5%. RXN SMILES: Br[C:2]1[CH:7]=[CH:6][N:5]=[CH:4][CH:3]=1.[C:8]([O:12][CH3:13])(=[O:11])[CH:9]=[CH2:10]>C([O-])(=O)C.[Pd+2].C([O-])(=O)C.C(N(CC)CC)C.CC#N>[N:5]1[CH:6]=[CH:7][C:2]([CH:10]=[CH:9][C:8]([O:12][CH3:13])=[O:11])=[CH:3][CH:4]=1 |f:2.3.4|. Reported procedure: A mixture of 4-bromopyridine (40.6 g, 0.25 mmol), palladium acetate (1.16 g, 5.14 mmol), tri-(O-tolyl)phosphine (3.14 g, 10.3 mmol), CH3CN (129 mL), triethylamine (64.3 mL, 0.46 mmol) and methyl acrylate (46.8 mL, 0,514 mmol) was sealed in a bomb and placed in an oil bath at 120° C. for 4 hours. The mixture was cooled to 0° C., the bomb was vented, and the slurry thus obtained was partitioned between CH2Cl2 /water. The aqueous phase was separated, extracted with CH2Cl2 (2×200 mL) and the combine... Reactants: COC1=CC=C(C=C1)C12N(C(C=3N(C1)C(=CC3)C#C[Si](C)(C)C)=O)CCN2 (10a-(4-methoxyphenyl)-8-[(trimethylsilyl)ethynyl]-2,3,10,10a-tetrahydro-1H,5H-imidazo[1,2-a]pyrrolo[1,2-d]pyrazin-5-one), C([O-])([O-])=O.[K+].[K+] (potassium carbonate). Solvent: C(Cl)Cl (CH2Cl2), CO (methanol). The product is C(#C)C1=CC=C2N1CC1(N(C2=O)CCN1)C1=CC=C(C=C1)OC (8-Ethynyl-10a-(4-methoxyphenyl)-2,3,10,10a-tetrahydro-1H,5H-imidazo[1,2-a]pyrrolo[1,2-d]pyrazin-5-one). Isolated yield 88.7%. As a reaction SMILES: [CH3:1][O:2][C:3]1[CH:8]=[CH:7][C:6]([C:9]23[NH:27][CH2:26][CH2:25][N:10]2[C:11](=[O:24])[C:12]2[N:13]([C:15]([C:18]#[C:19][Si](C)(C)C)=[CH:16][CH:17]=2)[CH2:14]3)=[CH:5][CH:4]=1.C(=O)([O-])[O-].[K+].[K+]>CO.C(Cl)Cl>[C:18]([C:15]1[N:13]2[CH2:14][C:9]3([C:6]4[CH:7]=[CH:8][C:3]([O:2][CH3:1])=[CH:4][CH:5]=4)[NH:27][CH2:26][CH2:25][N:10]3[C:11](=[O:24])[C:12]2=[CH:17][CH:16]=1)#[CH:19] |f:1.2.3|. Procedure: To a solution of 10a-(4-methoxyphenyl)-8-[(trimethylsilyl)ethynyl]-2,3,10,10a-tetrahydro-1H,5H-imidazo[1,2-a]pyrrolo[1,2-d]pyrazin-5-one (84 mg, 0.22 mmol) in methanol (5 mL) was added potassium carbonate (60 mg, 0.43 mmol). The suspension was stirred at room temperature until the reaction was complete (monitored by LCMS). The solid was suspended in CH2Cl2, filtered and concentrated in vacuo to give a residue that was purified by flash chromatography (Biotage SP4, 12 g cartridge, CH2Cl2 3CV, gra... Reactants: [H-].C(C)(C)(C)O[Al](OC(C)(C)C)OC(C)(C)C.[Li+] (lithium tri-tert-butoxyaluminum hydride), C[C@@]12C(CC[C@H]1[C@@H]1CC[C@@H]3CC(CC[C@]3(C)C1=CC2)=O)=O (5β-Androst-9(11)-en-3,17-dione). Run in C1CCOC1 (THF), C1CCOC1 (THF). Conditions: time 2 hour. Product: O[C@H]1C[C@H]2CC[C@H]3[C@@H]4CCC([C@@]4(C)CC=C3[C@]2(CC1)C)=O (3α-Hydroxy-5β-androst-9(11)-en-17-one). The yield is 99.2%. Reaction SMILES: [H-].C(O[Al](OC(C)(C)C)OC(C)(C)C)(C)(C)C.[Li+].[CH3:19][C@:20]12[CH2:37][CH:36]=[C:35]3[C@@H:25]([CH2:26][CH2:27][C@H:28]4[C@:33]3([CH3:34])[CH2:32][CH2:31][C:30](=[O:38])[CH2:29]4)[C@@H:24]1[CH2:23][CH2:22][C:21]2=[O:39]>C1COCC1>[OH:38][C@@H:30]1[CH2:31][CH2:32][C@@:33]2([CH3:34])[C@H:28]([CH2:27][CH2:26][C@@H:25]3[C:35]2=[CH:36][CH2:37][C@@:20]2([CH3:19])[C@H:24]3[CH2:23][CH2:22][C:21]2=[O:39])[CH2:29]1 |f:0.1.2|. Reported procedure: A THF solution of lithium tri-tert-butoxyaluminum hydride (1.0 M, 84.4 mL, 84.4 mmol) was added to a cold (−40° C.) solution of compound 1.2 (23.0 g, 80.4 mmol) in THF (230 mL) under an inert atmosphere. The resulting reaction mixture was stirred for 2 h. At this point the reaction was determined to be complete, as evidenced by TLC, and the reaction mixture was quenched by adding a mixture of 1N HCl (200 mL) and ethyl acetate (230 mL). The resulting two phase mixture was separated and the aqueou... Starting materials: COc1cccc(Cc2nc(Nc3ccc(-n4cnc(C)c4)c(OC)c3)nc3c2CNCC3)c1, CC(=O)OC(C)=O, ClCCl. Reaction SMILES: [CH3:1][O:2][c:3]1[cH:4][c:5]([NH:15][c:16]2[n:17][c:18]([CH2:26][c:27]3[cH:28][c:29]([O:33][CH3:34])[cH:30][cH:31][cH:32]3)[c:19]3[c:20]([n:21]2)[CH2:22][CH2:23][NH:24][CH2:25]3)[cH:6][cH:7][c:8]1-[n:9]1[cH:10][n:11][c:12]([CH3:14])[cH:13]1.[CH3:35][C:36](=[O:37])[O:38][C:39](=[O:40])[CH3:41].[Cl:42][CH2:43][Cl:44]>>[CH3:1][O:2][c:3]1[cH:4][c:5]([NH:15][c:16]2[n:17][c:18]([CH2:26][c:27]3[cH:28][c:29]([O:33][CH3:34])[cH:30][cH:31][cH:32]3)[c:19]3[c:20]([n:21]2)[CH2:22][CH2:23][N:24]([C:36]([CH3:35])=[O:37])[CH2:25]3)[cH:6][cH:7][c:8]1-[n:9]1[cH:10][n:11][c:12]([CH3:14])[cH:13]1. The product is COc1cccc(Cc2nc(Nc3ccc(-n4cnc(C)c4)c(OC)c3)nc3c2CN(C(C)=O)CC3)c1.